This data is from the Open Reaction Database (ORD), a public repository of structured organic reaction records. The task is: describe an organic reaction: reactants, conditions, products, and yield Reactants: Cc1ccccc1, ClC(Cl)Cl, O=[N+]([O-])c1ccccc1, O=[N+]([O-])O. The product is Cc1ccccc1[N+](=O)[O-]. As a reaction SMILES: [CH3:1][c:2]1[cH:3][cH:4][cH:5][cH:6][cH:7]1.[CH:21]([Cl:22])([Cl:23])[Cl:24].[O-:12][N+:13]([c:14]1[cH:15][cH:16][cH:17][cH:18][cH:19]1)=[O:20].[OH:8][N+:9]([O-:10])=[O:11]>>[CH3:1][c:2]1[c:3]([N+:9](=[O:8])[O-:10])[cH:4][cH:5][cH:6][cH:7]1. The reactants are C(C)C12C(C3=CC=C(C=C3CC1)OC)=CC(C2)=O (3a-ethyl-7-methoxy-3,3a,4,5-tetrahydro-2H-cyclopenta[a]naphthalen-2-one), C(=O)(O)[O-].[Na+] (NaHCO3), BrBr (Br2). Reaction conditions: time 2 minute. Product: BrC=1C(CC2(C1C1=CC=C(C=C1CC2)OC)CC)=O (1-bromo-3a-ethyl-7-methoxy-3,3a,4,5-tetrahydro-2H-cyclopenta[a]naphthalen-2-one). Reaction SMILES: [CH2:1]([C:3]12[CH2:17][C:16](=[O:18])[CH:15]=[C:4]1[C:5]1[C:10]([CH2:11][CH2:12]2)=[CH:9][C:8]([O:13][CH3:14])=[CH:7][CH:6]=1)[CH3:2].C([O-])(O)=O.[Na+].[Br:24]Br>>[Br:24][C:15]1[C:16](=[O:18])[CH2:17][C:3]2([CH2:1][CH3:2])[CH2:12][CH2:11][C:10]3[C:5](=[CH:6][CH:7]=[C:8]([O:13][CH3:14])[CH:9]=3)[C:4]=12 |f:1.2|. Reported procedure: A solution of 3a-ethyl-7-methoxy-3,3a,4,5-tetrahydro-2H-cyclopenta[a]naphthalen-2-one (415 mg, 1.7 mol) in CCL4 (5.1 mL) was treated with NaHCO3 (714 mg, 8.5 mmol). The mixture was cooled in an ice bath, purged with N2, stirred, and treated with Br2 (0.088 mL, 1.7 mmol) to give an unstirrable orange gum. The mixture was sonicated for one minute, swirled in an ice bath for two minutes, and then stirred at 0-5° C. for 75 minutes. The mixture was then partitioned between CH2Cl2 and water (50 mL eac... Reactants: O=C([O-])O, CCO, Cl, [Na+], CCOC(=O)COc1ccc2c(c1)CC(NCC(O)c1ccc(OC3CCCCO3)cc1)CC2. Reaction SMILES: [C:36](=[O:37])([OH:38])[O-:39].[CH3:41][CH2:42][OH:43].[ClH:35].[Na+:40].[OH:1][CH:2]([CH2:3][NH:4][CH:5]1[CH2:6][c:7]2[cH:8][c:9]([O:15][CH2:16][C:17](=[O:18])[O:19][CH2:20][CH3:21])[cH:10][cH:11][c:12]2[CH2:13][CH2:14]1)[c:22]1[cH:23][cH:24][c:25]([O:28][CH:29]2[CH2:30][CH2:31][CH2:32][CH2:33][O:34]2)[cH:26][cH:27]1>>[OH:1][CH:2]([CH2:3][NH:4][CH:5]1[CH2:6][c:7]2[cH:8][c:9]([O:15][CH2:16][C:17](=[O:18])[O:19][CH2:20][CH3:21])[cH:10][cH:11][c:12]2[CH2:13][CH2:14]1)[c:22]1[cH:23][cH:24][c:25]([OH:28])[cH:26][cH:27]1. The product is CCOC(=O)COc1ccc2c(c1)CC(NCC(O)c1ccc(O)cc1)CC2. Starting materials: solution, C[Si]([N-][Si](C)(C)C)(C)C.[K+] (potassium hexamethyldisilazide), C1(=CC=CC=C1)C (toluene), [I-].C(C)(C)[P+](C1=CC=CC=C1)(C1=CC=CC=C1)C1=CC=CC=C1 (isopropyltriphenylphosphonium iodide), CC1(C=2C=CC(=CC2C(CC1)(C)C)C(=O)C1=CC=C(C(=O)OC)C=C1)C (Methyl 4-[(5,6,7,8-tetrahydro-5,5,8,8-tetramethyl-2-naphthalenyl)carbonyl]benzoate). Run in C1=CC=CC=C1 (benzene), C1=CC=CC=C1 (benzene), C1=CC=CC=C1 (benzene), ClCCl.CCCCCC (dichloromethane hexane). Conditions: time 5 minute. The product is CC1(C=2C=CC(=CC2C(CC1)(C)C)C(=C(C)C)C1=CC=C(C(=O)OC)C=C1)C (Methyl 4-[1-(5,6,7,8-tetrahydro-5,5,8,8-tetramethyl-2-naphthalenyl)-2-methyl-1-propenyl]benzoate). Isolated yield 70.7%. Reaction SMILES: [I-].[CH:2]([P+](C1C=CC=CC=1)(C1C=CC=CC=1)C1C=CC=CC=1)([CH3:4])[CH3:3].C[Si](C)(C)[N-][Si](C)(C)C.[K+].C1(C)C=CC=CC=1.[CH3:41][C:42]1([CH3:66])[CH2:51][CH2:50][C:49]([CH3:53])([CH3:52])[C:48]2[CH:47]=[C:46]([C:54]([C:56]3[CH:65]=[CH:64][C:59]([C:60]([O:62][CH3:63])=[O:61])=[CH:58][CH:57]=3)=O)[CH:45]=[CH:44][C:43]1=2>C1C=CC=CC=1.ClCCl.CCCCCC>[CH3:66][C:42]1([CH3:41])[CH2:51][CH2:50][C:49]([CH3:52])([CH3:53])[C:48]2[CH:47]=[C:46]([C:54]([C:56]3[CH:65]=[CH:64][C:59]([C:60]([O:62][CH3:63])=[O:61])=[CH:58][CH:57]=3)=[C:2]([CH3:4])[CH3:3])[CH:45]=[CH:44][C:43]1=2 |f:0.1,2.3,7.8|. Reported procedure: To a suspension of isopropyltriphenylphosphonium iodide (0.35 g, 0.807 mmol) in 3 mL of benzene under argon at room temperature was added a 0.5M solution of potassium hexamethyldisilazide in toluene (1.8 mL, 0.89 mmol), and the red solution was stirred for 5 min. A solution of keto-ester 3 (0.169 g, 0.481 mmol) in 3 mL of benzene was added, and the red solution was heated to 110° C., while approximately 4 mL of benzene was distilled out. After 1 h, the reaction mixture was diluted with 40% ethyl... Yield: 45.3%. Reactants: [BH4-].[Na+] (sodium borohydride), N1=C2C(=NO1)C(=CC=C2)C2C(=C(NC(=C2C(=O)OCC)C(F)(F)F)C=O)C(=O)OCC (diethyl 4-(4-benzofurazanyl)-2-formyl-1,4-dihydro-6-(trifluoromethyl)-3,5-pyridinedicarboxylate), Cl (hydrochloric acid). The product is N1=C2C(=NO1)C(=CC=C2)C2C(=C(NC(=C2C(=O)OCC)C(F)(F)F)CO)C(=O)OCC (Diethyl 4-(4-benzofurazanyl)-1,4-dihydro-2-(hydroxymethyl)-6-trifluoromethyl-3,5-pyridinedicarboxylate). As a reaction SMILES: [N:1]1[O:5][N:4]=[C:3]2[C:6]([CH:10]3[C:15]([C:16]([O:18][CH2:19][CH3:20])=[O:17])=[C:14]([C:21]([F:24])([F:23])[F:22])[NH:13][C:12]([CH:25]=[O:26])=[C:11]3[C:27]([O:29][CH2:30][CH3:31])=[O:28])=[CH:7][CH:8]=[CH:9][C:2]=12.[BH4-].[Na+].Cl>C(O)C>[N:1]1[O:5][N:4]=[C:3]2[C:6]([CH:10]3[C:15]([C:16]([O:18][CH2:19][CH3:20])=[O:17])=[C:14]([C:21]([F:24])([F:23])[F:22])[NH:13][C:12]([CH2:25][OH:26])=[C:11]3[C:27]([O:29][CH2:30][CH3:31])=[O:28])=[CH:7][CH:8]=[CH:9][C:2]=12 |f:1.2|. Run in C(C)O (ethanol). Reported procedure: A solution of diethyl 4-(4-benzofurazanyl)-2-formyl-1,4-dihydro-6-(trifluoromethyl)-3,5-pyridinedicarboxylate (1.1 g; 2.5 mmoles) in dry ethanol (90 ml) was cooled to 0° and sodium borohydride (0.14 g; 3.7 mmoles) was added portionwise over 3 minutes. After 10 minutes, 10% aqueous hydrochloric acid was added dropwise to pH3, and the mixture concentrated in vacuo at room temperature. The resulting yellow oil was dissolved in ether (50 ml) and saturated aqueous sodium bicarbonate was added to pH9.... Reaction conditions: time 10 minute. Starting materials: NOS(=O)(=O)O (hydroxylamine-O-sulfonic acid), C(C)#N (acetonitrile), N1CCC2=CC=CC=C12 (indoline), C([O-])([O-])=O.[K+].[K+] (potassium carbonate). Solvent: O (water). Conditions: time 10 minute. Yields the product NN1CCC2=CC=CC=C12 (1-aminoindoline). The yield is 37.0%. As a reaction SMILES: C(=O)([O-])[O-].[K+].[K+].C(#[N:9])C.[NH:10]1[C:18]2[C:13](=[CH:14][CH:15]=[CH:16][CH:17]=2)[CH2:12][CH2:11]1.NOS(O)(=O)=O>O>[NH2:9][N:10]1[C:18]2[C:13](=[CH:14][CH:15]=[CH:16][CH:17]=2)[CH2:12][CH2:11]1 |f:0.1.2|. Reported procedure: In 40 ml of water was dissolved 2.76 g(20 mmol) of potassium carbonate thoroughly, and 10 ml of acetonitrile and 2.24 ml(20 mmol) of indoline were added thereto in this order. After stirring the reaction mixture for 10 min, 2.26 g(20 mmol) of hydroxylamine-O-sulfonic acid was added thereto. After stirring at room temperature for 1.5 hours, the reaction mixture was concentrated under the reduced pressure. The concentrate was extracted with dichloromethane and treated with anhydrous magnesium sulf... The reactants are [Cl-].OC(C[NH+]1CCNCC1)C1=C(C2=C(C(OC2)=O)C=C1)C (1-[2-hydroxy-2-(4-methyl-1-oxo-1,3-dihydro-2-benzofuran-5-yl)ethyl]piperazin-1-ium chloride), O1C(C1)C=1C=C2CCOC(C2=CC1)=O (6-(oxiran-2-yl)-3,4-dihydro-1H-isochromen-1-one), N1(CCNCC1)C(=O)OC(C)(C)C (tert-butyl piperazine-1-carboxylate). Yields the product Cl.OC(CN1CCNCC1)C=1C=C2CCOC(C2=CC1)=O (6-[1-Hydroxy-2-(piperazin-1-yl)ethyl]-3,4-dihydro-1-H-isochromen-1-one hydrochloride). Reaction SMILES: [Cl-:1].[OH:2][CH:3]([C:11]1[CH:20]=[CH:19][C:14]2[C:15](=[O:18])[O:16][CH2:17][C:13]=2[C:12]=1C)[CH2:4][NH+:5]1[CH2:10][CH2:9][NH:8][CH2:7][CH2:6]1.O1C[CH:23]1C1C=C2C(=CC=1)C(=O)OCC2.N1(C(OC(C)(C)C)=O)CCNCC1>>[ClH:1].[OH:2][CH:3]([C:11]1[CH:12]=[C:13]2[C:14](=[CH:19][CH:20]=1)[C:15](=[O:18])[O:16][CH2:17][CH2:23]2)[CH2:4][N:5]1[CH2:6][CH2:7][NH:8][CH2:9][CH2:10]1 |f:0.1,4.5|. Reported procedure: 6-[1-Hydroxy-2-(piperazin-1-yl)ethyl]-3,4-dihydro-1-H-isochromen-1-one hydrochloride was prepared in an analogous fashion to that described for the synthesis of 1-[2-hydroxy-2-(4-methyl-1-oxo-1,3-dihydro-2-benzofuran-5-yl)ethyl]piperazin-1-ium chloride starting from 6-(oxiran-2-yl)-3,4-dihydro-1H-isochromen-1-one and tert-butyl piperazine-1-carboxylate. LC-MS (IE, m/z): 277 [M+1]+.